From a dataset of the Open Reaction Database (ORD), a public repository of structured organic reaction records. describe an organic reaction: reactants, conditions, products, and yield The reactants are C1(=CC=CC=C1)B(O)O (phenyl boronic acid), BrC1=CC=C(C=C1)C=1OC(=C(N1)CCN1[C@@H](CCC1)C)C (2-(4-Bromo-phenyl)-5-methyl-4-[2-((R)-2-methyl-pyrrolidin-1-yl)-ethyl]-oxazole). The product is C1(=CC=C(C=C1)C=1OC(=C(N1)CCN1[C@@H](CCC1)C)C)C1=CC=CC=C1 (2-Biphenyl-4-yl-5-methyl-4-[2-((R)-2-methyl-pyrrolidin-1-yl)-ethyl]-oxazole). RXN SMILES: [C:1]1(B(O)O)[CH:6]=[CH:5][CH:4]=[CH:3][CH:2]=1.Br[C:11]1[CH:16]=[CH:15][C:14]([C:17]2[O:18][C:19]([CH3:30])=[C:20]([CH2:22][CH2:23][N:24]3[CH2:28][CH2:27][CH2:26][C@H:25]3[CH3:29])[N:21]=2)=[CH:13][CH:12]=1>>[C:11]1([C:1]2[CH:6]=[CH:5][CH:4]=[CH:3][CH:2]=2)[CH:16]=[CH:15][C:14]([C:17]2[O:18][C:19]([CH3:30])=[C:20]([CH2:22][CH2:23][N:24]3[CH2:28][CH2:27][CH2:26][C@H:25]3[CH3:29])[N:21]=2)=[CH:13][CH:12]=1. Procedure: The title compound is prepared in a manner substantially analogous to example 133 starting from phenyl boronic acid (174 mg, 1.43 mmol) and 2-(4-Bromo-phenyl)-5-methyl-4-[2-((R)-2-methyl-pyrrolidin-1-yl)-ethyl]-oxazole (100 mg, 0.287 mmol) to give 16 mg (16%). MS (m/e) 347.3 (M+1) Starting materials: CC(C)N(CCCNS(=O)(=O)C(F)(F)F)C(=O)c1cc(Cl)cc(OCCN(C(=O)OC(C)(C)C)c2ccncc2)c1, ClCCl, ClCCl, O=C(O)C(F)(F)F, O=C(O)C(F)(F)F. The product is O=C(O)C(F)(F)F, CC(C)N(CCCNS(=O)(=O)C(F)(F)F)C(=O)c1cc(Cl)cc(OCCNc2ccncc2)c1. Reaction SMILES: [C:8]([O:9][C:10](=[O:11])[N:14]([c:15]1[cH:16][cH:17][n:18][cH:19][cH:20]1)[CH2:21][CH2:22][O:23][c:24]1[cH:25][c:26]([Cl:47])[cH:27][c:28]([C:30]([N:31]([CH2:32][CH2:33][CH2:34][NH:35][S:36](=[O:37])(=[O:38])[C:39]([F:40])([F:41])[F:42])[CH:43]([CH3:44])[CH3:45])=[O:46])[cH:29]1)([CH3:12])([CH3:13])[CH3:48].[Cl:56][CH2:57][Cl:58].[Cl:59][CH2:60][Cl:61].[F:1][C:2]([C:3](=[O:4])[OH:5])([F:6])[F:7].[F:49][C:50]([F:51])([F:52])[C:53]([OH:54])=[O:55]>>[F:1][C:2]([C:3](=[O:4])[OH:5])([F:6])[F:7].[NH:14]([c:15]1[cH:16][cH:17][n:18][cH:19][cH:20]1)[CH2:21][CH2:22][O:23][c:24]1[cH:25][c:26]([Cl:47])[cH:27][c:28]([C:30]([N:31]([CH2:32][CH2:33][CH2:34][NH:35][S:36](=[O:37])(=[O:38])[C:39]([F:40])([F:41])[F:42])[CH:43]([CH3:44])[CH3:45])=[O:46])[cH:29]1. Starting materials: NC1=CC=C(C(=O)NC2=C(C=C(C=C2)N)OC)C=C1 (4,4'-diamino-2'-methoxy-benzanilide), ClC1=C(N[N+](=O)[O-])C=CC=C1 (2-chloro-nitro-aniline), 202, COC1=C(N)C=CC(=C1)[N+](=O)[O-] (2-methoxy-4-nitro-aniline). The product is NC1=CC=C(C(=O)NC2=C(C=C(C=C2)N)Cl)C=C1 (4,4'-diamino-2'-chloro-benzanilide). As a reaction SMILES: [NH2:1][C:2]1[CH:19]=[CH:18][C:5]([C:6]([NH:8][C:9]2[CH:14]=[CH:13][C:12]([NH2:15])=[CH:11][C:10]=2OC)=[O:7])=[CH:4][CH:3]=1.COC1C=C([N+]([O-])=O)C=CC=1N.[Cl:32]C1C=CC=CC=1N[N+]([O-])=O>>[NH2:1][C:2]1[CH:19]=[CH:18][C:5]([C:6]([NH:8][C:9]2[CH:14]=[CH:13][C:12]([NH2:15])=[CH:11][C:10]=2[Cl:32])=[O:7])=[CH:4][CH:3]=1. Procedure details: By operating as described under (a) above, but using, instead of 202 parts of 2-methoxy-4-nitro-aniline, 207 parts of 2-chloro-nitro-aniline, high yields of 4,4'-diamino-2'-chloro-benzanilide were obtained (melting point: 194°-197° C.). Starting materials: CC(C)([O-])C.[Na+] (sodium tert-butoxide), C1(=CC=CC=C1)C(OC1CCN(CC1)CCCO)C1=CC=CC=C1 (4-(diphenylmethoxy)-1-piperidinepropanol), C(C)(C)(C)C1=NN=C2N1N=C(C=C2)Cl (3-tert-butyl-6-chloro[1,2,4]triazolo[4,3-b]pyridazine). The solvent is O1CCCC1 (tetrahydrofuran). Reaction conditions: temperature 60 celsius, time 2 hour. Product: C(C)(C)(C)C1=NN=C2N1N=C(C=C2)OCCCN2CCC(CC2)OC(C2=CC=CC=C2)C2=CC=CC=C2 (3-tert-Butyl-6-[3-[4-(diphenylmethoxy)piperidino]propoxy][1,2,4]triazolo[4.3-b]pyridazine). Yield: 32.9%. RXN SMILES: [C:1]1([CH:7]([C:19]2[CH:24]=[CH:23][CH:22]=[CH:21][CH:20]=2)[O:8][CH:9]2[CH2:14][CH2:13][N:12]([CH2:15][CH2:16][CH2:17][OH:18])[CH2:11][CH2:10]2)[CH:6]=[CH:5][CH:4]=[CH:3][CH:2]=1.CC(C)([O-])C.[Na+].[C:31]([C:35]1[N:39]2[N:40]=[C:41](Cl)[CH:42]=[CH:43][C:38]2=[N:37][N:36]=1)([CH3:34])([CH3:33])[CH3:32]>O1CCCC1>[C:31]([C:35]1[N:39]2[N:40]=[C:41]([O:18][CH2:17][CH2:16][CH2:15][N:12]3[CH2:13][CH2:14][CH:9]([O:8][CH:7]([C:1]4[CH:2]=[CH:3][CH:4]=[CH:5][CH:6]=4)[C:19]4[CH:24]=[CH:23][CH:22]=[CH:21][CH:20]=4)[CH2:10][CH2:11]3)[CH:42]=[CH:43][C:38]2=[N:37][N:36]=1)([CH3:34])([CH3:32])[CH3:33] |f:1.2|. Procedure: 991 mg of 4-(diphenylmethoxy)-1-piperidinepropanol was dissolved in 20 ml of tetrahydrofuran; 322 mg of sodium tert-butoxide was added, followed by stirring at an external temperature of 60° C. for 2 hours. After cooling, 642 mg of 3-tert-butyl-6-chloro[1,2,4]triazolo[4,3-b]pyridazine was added, followed by refluxing under heating for 2 hours. After cooling, saline was added; the reaction mixture was extracted with ethyl acetate and dried over magnesium sulfate. After concentration under reduced... Reactants: FC=1C=C(C=CC1OC1=C2C(=NC=C1)N(N=C2I)CC2=CC=C(C=C2)OC)NC(=O)C=2C(N(N=CC2)C2=CC=C(C=C2)F)=O (N-(3-fluoro-4-(3-iodo-1-(4-methoxybenzyl)-1H-pyrazolo[3,4-b]pyridin-4-yloxy)phenyl)-2-(4-fluorophenyl)-3-oxo-2,3-dihydropyridazine-4-carboxamide), NC1CN(CC1)C(=O)OC(C)(C)C (tert-butyl 3-aminopyrrolidine-1-carboxylate), N1[C@@H](CCC1)C(=O)O ((S)-pyrrolidine-2-carboxylic acid), C(=O)([O-])[O-].[K+].[K+] (K2CO3). The reagents and catalysts are [Cu]I (copper(I)iodide). Solvent: CS(=O)C (DMSO). Run at temperature 80 celsius, time 8 hour. Product: FC1=C(OC2=C3C(=NC=C2)N(N=C3NC3CN(CC3)C(=O)OC(C)(C)C)CC3=CC=C(C=C3)OC)C=CC(=C1)NC(=O)C=1C(N(N=CC1)C1=CC=C(C=C1)F)=O (tert-butyl 3-(4-(2-fluoro-4-(2-(4-fluorophenyl)-3-oxo-2,3-dihydropyridazine-4-carboxamido)phenoxy)-1-(4-methoxybenzyl)-1H-pyrazolo[3,4-b]pyridin-3-ylamino)pyrrolidine-1-carboxylate). The yield is 56.4%. Reaction SMILES: [F:1][C:2]1[CH:3]=[C:4]([NH:28][C:29]([C:31]2[C:32](=[O:44])[N:33]([C:37]3[CH:42]=[CH:41][C:40]([F:43])=[CH:39][CH:38]=3)[N:34]=[CH:35][CH:36]=2)=[O:30])[CH:5]=[CH:6][C:7]=1[O:8][C:9]1[CH:14]=[CH:13][N:12]=[C:11]2[N:15]([CH2:19][C:20]3[CH:25]=[CH:24][C:23]([O:26][CH3:27])=[CH:22][CH:21]=3)[N:16]=[C:17](I)[C:10]=12.[NH2:45][CH:46]1[CH2:50][CH2:49][N:48]([C:51]([O:53][C:54]([CH3:57])([CH3:56])[CH3:55])=[O:52])[CH2:47]1.N1CCC[C@H]1C(O)=O.C([O-])([O-])=O.[K+].[K+]>[Cu]I.CS(C)=O>[F:1][C:2]1[CH:3]=[C:4]([NH:28][C:29]([C:31]2[C:32](=[O:44])[N:33]([C:37]3[CH:42]=[CH:41][C:40]([F:43])=[CH:39][CH:38]=3)[N:34]=[CH:35][CH:36]=2)=[O:30])[CH:5]=[CH:6][C:7]=1[O:8][C:9]1[CH:14]=[CH:13][N:12]=[C:11]2[N:15]([CH2:19][C:20]3[CH:25]=[CH:24][C:23]([O:26][CH3:27])=[CH:22][CH:21]=3)[N:16]=[C:17]([NH:45][CH:46]3[CH2:50][CH2:49][N:48]([C:51]([O:53][C:54]([CH3:57])([CH3:56])[CH3:55])=[O:52])[CH2:47]3)[C:10]=12 |f:3.4.5|. Reported procedure: A round-bottomed flask was charged with N-(4-(1-(4-methoxybenzyl)-3-iodo-1H-pyrazolo[3,4-b]pyridin-4-yloxy)-3-fluorophenyl)-2-(4-fluorophenyl)-3-oxo-2,3-dihydropyridazine-4-carboxamide (100 mg, 0.142 mmol, prepared in Example 63, step A), tert-butyl 3-aminopyrrolidine-1-carboxylate (132 mg, 0.708 mmol), copper(I)iodide (5.39 mg, 0.0283 mmol), (S)-pyrrolidine-2-carboxylic acid (6.52 mg, 0.0566 mmol), K2CO3 (97.8 mg, 0.708 mmol) and DMSO (10 mL). The reaction mixture was stirred at 80° C. overnigh... Solvent: C(C)O (ethanol). Starting materials: NC1=CC=C(CCC(=O)O)C=C1 (4-aminohydrocinnamic acid), B(F)(F)F.CCOCC (boron trifluoride etherate), C([O-])([O-])=O.[Na+].[Na+] (sodium carbonate). Reported procedure: A solution of 5.0 g. 4-aminohydrocinnamic acid in 50 ml. of absolute ethanol containing 8 ml. of boron trifluoride etherate is heated to reflux for 48 hours. The solution is then cooled, poured into 5% aqueous sodium carbonate, and extracted with methylene chloride. Evaporation of the organic extracts yields ethyl 4-aminohydrocinnamate. RXN SMILES: [NH2:1][C:2]1[CH:12]=[CH:11][C:5]([CH2:6][CH2:7][C:8]([OH:10])=[O:9])=[CH:4][CH:3]=1.B(F)(F)F.[CH3:17][CH2:18]OCC.C(=O)([O-])[O-].[Na+].[Na+]>C(O)C>[NH2:1][C:2]1[CH:3]=[CH:4][C:5]([CH2:6][CH2:7][C:8]([O:10][CH2:17][CH3:18])=[O:9])=[CH:11][CH:12]=1 |f:1.2,3.4.5|. Product: NC1=CC=C(CCC(=O)OCC)C=C1 (ethyl 4-aminohydrocinnamate).